describe an organic reaction: reactants, conditions, products, and yield From a dataset of the Open Reaction Database (ORD), a public repository of structured organic reaction records. Starting materials: ClC=1C=C(C=CC1)N1N=C(CC1)NC(C(F)(F)F)=O (N-[1-(m-Chlorophenyl)-2-pyrazolin-3-yl]-2,2,2-trifluoroacetamide), C(=O)O (formic acid), ClC=1C=C(C=CC1Cl)N1N=C(C(C1)C)NC=O (N-[1-(3,4-Dichlorophenyl)-4-methyl-2-pyrazolin-3-yl]-formamide). Run in ClCCl (dichloromethane). Conditions: time 30 minute. The product is ClC=1C=C(C=CC1)N1N=C(CC1)NC=O (N-[1-(m-Chlorophenyl)-2-pyrazolin-3-yl]formamide). RXN SMILES: [Cl:1][C:2]1[CH:3]=[C:4]([N:8]2[CH2:12][CH2:11][C:10]([NH:13][C:14](=[O:19])C(F)(F)F)=[N:9]2)[CH:5]=[CH:6][CH:7]=1.C(O)=O.ClC1C=C(N2CC(C)C(NC=O)=N2)C=CC=1Cl>ClCCl>[Cl:1][C:2]1[CH:3]=[C:4]([N:8]2[CH2:12][CH2:11][C:10]([NH:13][CH:14]=[O:19])=[N:9]2)[CH:5]=[CH:6][CH:7]=1. Procedure: A mixture of 2.0 g. of 3-amino-1-(m-chlorophenyl)-2-pyrazoline (prepared in Example 10) and 10 ml. of a mixture of formic acid and acetic anhydride (Example 15) is allowed to stand at room temperature for 30 minutes. Then the solvent is evaporated in vacuo to give an oil. The oil is dissolved in dichloromethane and is columnized and recrystallized as described in Example 5 to give 1.32 g. of the desired product as pale yellow needles, m.p. 143°-145° C. Starting materials: NCC(=O)C=1C(N(C2=CC=CC=C2C1)C)=O (3-(2-aminoacetyl)-1-methylquinolin-2(1 H)-one), CCN(C(C)C)C(C)C (DIPEA), C(C)(C)(C)OC(=O)N[C@H](C(=O)O)CCCCCC(CC)=O ((S)-2-((tert-butoxycarbonyl)amino)-8-oxodecanoic acid), CCN=C=NCCCN(C)C.Cl (EDC.HCl), C=1C=CC2=C(C1)N=NN2O (HOBT). Run in CN(C)C=O (DMF), CN(C)C=O (DMF), C(Cl)Cl (DCM). Run at time 2 hour. The product is C(C)(C)(C)OC(N[C@H](C(=O)NCC(=O)C=1C(N(C2=CC=CC=C2C1)C)=O)CCCCCC(CC)=O)=O ((S)-tert-butyl(1-((2-(1-methyl-2-oxo-1,2-dihydroquinolin-3-yl)-2-oxoethyl)amino)-1,8-dioxodecan-2-yl)carbamate). RXN SMILES: [C:1]([O:5][C:6]([NH:8][C@@H:9]([CH2:13][CH2:14][CH2:15][CH2:16][CH2:17][C:18](=[O:21])[CH2:19][CH3:20])[C:10]([OH:12])=O)=[O:7])([CH3:4])([CH3:3])[CH3:2].CCN=C=NCCCN(C)C.Cl.C1C=CC2N(O)N=NC=2C=1.[NH2:44][CH2:45][C:46]([C:48]1[C:49](=[O:59])[N:50]([CH3:58])[C:51]2[C:56]([CH:57]=1)=[CH:55][CH:54]=[CH:53][CH:52]=2)=[O:47].CCN(C(C)C)C(C)C>CN(C=O)C.C(Cl)Cl>[C:1]([O:5][C:6](=[O:7])[NH:8][C@@H:9]([CH2:13][CH2:14][CH2:15][CH2:16][CH2:17][C:18](=[O:21])[CH2:19][CH3:20])[C:10]([NH:44][CH2:45][C:46]([C:48]1[C:49](=[O:59])[N:50]([CH3:58])[C:51]2[C:56]([CH:57]=1)=[CH:55][CH:54]=[CH:53][CH:52]=2)=[O:47])=[O:12])([CH3:2])([CH3:3])[CH3:4] |f:1.2|. Procedure details: A solution of (S)-2-((tert-butoxycarbonyl)amino)-8-oxodecanoic acid (0.76 mmol, 1 eq; prepared as described in J. Med. Chem. 2008, 51(8), pp 2350-2353), EDC.HCl (1 eq), HOBT (1 eq) in DMF (0.2 M) was stirred at room temperature for 10 min. 3-(2-aminoacetyl)-1-methylquinolin-2(1 H)-one (1.1 eq) in DMF (3 eq) was subsequently added, followed by DIPEA (2.2 eq) and the mixture was stirred at room temperature for 2 h. The mixture was diluted with DCM and washed with brine. The organic phase was dried... Reactants: NC=1C(=NNC1)C=1NC=2C(=CC=3C(C(N(C3C2)C(C)C)=O)(C)C)N1 (2-(4-amino-1H-pyrazol-3-yl)-5-isopropyl-7,7-dimethyl-5,7-dihydro-3H-imidazo[4,5-f]indol-6-one), CC1(CC1)C(=O)O (1-methyl-cyclopropanecarboxylic acid). Product: C(C)(C)N1C(C(C=2C=C3C(=CC12)NC(=N3)C3=NNC=C3NC(=O)C3(CC3)C)(C)C)=O (1-Methyl-cyclopropanecarboxylic acid[3-(5-isopropyl-7,7-dimethyl-6-oxo-3,5,6,7-tetrahydro-imidazo[4,5-f]indol-2-yl)-1H-pyrazol-4-yl]-amide). Isolated yield 55.9%. Reaction SMILES: [NH2:1][C:2]1[C:3]([C:7]2[NH:8][C:9]3[C:10]([N:24]=2)=[CH:11][C:12]2[C:13]([CH3:23])([CH3:22])[C:14](=[O:21])[N:15]([CH:18]([CH3:20])[CH3:19])[C:16]=2[CH:17]=3)=[N:4][NH:5][CH:6]=1.[CH3:25][C:26]1([C:29](O)=[O:30])[CH2:28][CH2:27]1>>[CH:18]([N:15]1[C:16]2[CH:17]=[C:9]3[NH:8][C:7]([C:3]4[C:2]([NH:1][C:29]([C:26]5([CH3:25])[CH2:28][CH2:27]5)=[O:30])=[CH:6][NH:5][N:4]=4)=[N:24][C:10]3=[CH:11][C:12]=2[C:13]([CH3:22])([CH3:23])[C:14]1=[O:21])([CH3:19])[CH3:20]. Procedure: Methyl-cyclopropanecarboxylic acid[3-(5-isopropyl-7,7-dimethyl-6-oxo-3,5,6,7-tetrahydro-imidazo[4,5-f]indol-2-yl)-1H-pyrazol-4-yl]-amide was prepared using 2-(4-amino-1H-pyrazol-3-yl)-5-isopropyl-7,7-dimethyl-5,7-dihydro-3H-imidazo[4,5-f]indol-6-one (300 mg. 0.925 mmol) and 1-methyl-cyclopropanecarboxylic acid (101.8 mg, 1.017 mmol). 210 mg (56%) of the title compound were obtained. Reactants: CC1=C(C=CC(=C1)C)N(S(=O)(=O)C1=CC(=C(C(=C1)F)C1OC1)F)CC(C)C (N-(2,4-dimethylphenyl)-3,5-difluoro-N-isobutyl-4-(oxiran-2-yl)benzenesulfonamide), N1CCOCC1 (morpholine). Run in C(C)O (ethanol). Conditions: temperature 50 celsius, time 6 hour. Product: CC1=C(C=CC(=C1)C)N(S(=O)(=O)C1=CC(=C(C(=C1)F)C(CN1CCOCC1)O)F)CC(C)C (N-(2,4-dimethylphenyl)-3,5-difluoro-4-(1-hydroxy-2-morpholinoethyl)-N-isobutylbenzenesulfonamide). RXN SMILES: [CH3:1][C:2]1[CH:7]=[C:6]([CH3:8])[CH:5]=[CH:4][C:3]=1[N:9]([CH2:24][CH:25]([CH3:27])[CH3:26])[S:10]([C:13]1[CH:18]=[C:17]([F:19])[C:16]([CH:20]2[CH2:22][O:21]2)=[C:15]([F:23])[CH:14]=1)(=[O:12])=[O:11].[NH:28]1[CH2:33][CH2:32][O:31][CH2:30][CH2:29]1>C(O)C>[CH3:1][C:2]1[CH:7]=[C:6]([CH3:8])[CH:5]=[CH:4][C:3]=1[N:9]([CH2:24][CH:25]([CH3:27])[CH3:26])[S:10]([C:13]1[CH:18]=[C:17]([F:19])[C:16]([CH:20]([OH:21])[CH2:22][N:28]2[CH2:33][CH2:32][O:31][CH2:30][CH2:29]2)=[C:15]([F:23])[CH:14]=1)(=[O:12])=[O:11]. Reported procedure: To a solution of N-(2,4-dimethylphenyl)-3,5-difluoro-N-isobutyl-4-(oxiran-2-yl)benzenesulfonamide (150 mg, 0.379 mmol) in ethanol (1.5 mL) at 25° C. was added morpholine (0.033 ml, 0.379 mmol) and the reaction mixture stirred at 50° C. for 6 hours. The mixture was concentrated in vacuo and purified by mass directed autoprep (ammonium carbonate modifier). The appropriate fractions were combined and evaporated in vacuo to give the required product, 9 mg, as a colourless oil. LCMS [LCMS2] Rt 1.33 m... Starting materials: C(Cl)(Cl)Cl (chloroform), CC1=CC=C(C=C1)S(=O)(=O)Cl (P-toluenesulfonyl chloride), OCCCC1(C(NC(N1)=O)=O)C (5-(3-hydroxypropyl)-5-methyl-2,4-imidazolidine-dione). Solvent: O (water), N1=CC=CC=C1 (pyridine). Conditions: time 8 hour. Product: CC1(C(NC(N1)=O)=O)CCCOS(=O)(=O)C1=CC=C(C=C1)C (5-methyl-5- {3-[(4-methylphenyl)sulfonyloxy]-propyl}-2,4-imidazolinedione). Isolated yield 58.6%. As a reaction SMILES: [CH3:1][C:2]1[CH:7]=[CH:6][C:5]([S:8](Cl)(=[O:10])=[O:9])=[CH:4][CH:3]=1.[OH:12][CH2:13][CH2:14][CH2:15][C:16]1([CH3:23])[NH:20][C:19](=[O:21])[NH:18][C:17]1=[O:22].C(Cl)(Cl)Cl>N1C=CC=CC=1.O>[CH3:23][C:16]1([CH2:15][CH2:14][CH2:13][O:12][S:8]([C:5]2[CH:6]=[CH:7][C:2]([CH3:1])=[CH:3][CH:4]=2)(=[O:10])=[O:9])[NH:20][C:19](=[O:21])[NH:18][C:17]1=[O:22]. Reported procedure: P-toluenesulfonyl chloride (22.5 g., 0.118 mol) was added to a stirred solution of 5-(3-hydroxypropyl)-5-methyl-2,4-imidazolidine-dione (20.0 g, 0.116 mol) in pyridine (250 ml.) at 5° C. The mixture was stirred for one hour, refrigerated overnight and diluted with water (275 ml.) The resulting solution was extracted three times with chloroform (375, 190 and 190 ml.), the combined extracts were washed with 5 N aqueous sulfuric acid (4 × 125 ml.), water (2 × 150 ml.) and saturated aqueous sodium b... Starting materials: C1COCCN1, CC(C)O, CC1CN(S(=O)(=O)c2ccc(C(F)(F)F)cc2)CCN1C(=O)c1ccc(Cl)nc1. Yields the product Cl, CC1CN(S(=O)(=O)c2ccc(C(F)(F)F)cc2)CCN1C(=O)c1ccc(N2CCOCC2)nc1. As a reaction SMILES: [CH2:30]1[CH2:31][O:32][CH2:33][CH2:34][NH:35]1.[CH:36]([OH:37])([CH3:38])[CH3:39].[Cl:1][c:2]1[cH:3][cH:4][c:5]([C:8](=[O:9])[N:10]2[CH:11]([CH3:29])[CH2:12][N:13]([S:16](=[O:17])(=[O:18])[c:19]3[cH:20][cH:21][c:22]([C:25]([F:26])([F:27])[F:28])[cH:23][cH:24]3)[CH2:14][CH2:15]2)[cH:6][n:7]1>>[ClH:1].[c:2]1([N:35]2[CH2:30][CH2:31][O:32][CH2:33][CH2:34]2)[cH:3][cH:4][c:5]([C:8](=[O:9])[N:10]2[CH:11]([CH3:29])[CH2:12][N:13]([S:16](=[O:17])(=[O:18])[c:19]3[cH:20][cH:21][c:22]([C:25]([F:26])([F:27])[F:28])[cH:23][cH:24]3)[CH2:14][CH2:15]2)[cH:6][n:7]1. Reactants: CC(=O)O[BH-](OC(C)=O)OC(C)=O, O=C([O-])O, Cc1nn(C)cc1C=O, COCc1ccc(-c2nccnc2N2CCNCC2)cc1, Cl, Cl, [Na+], [Na+], C1CCOC1. Yields the product COCc1ccc(-c2nccnc2N2CCN(Cc3cn(C)nc3C)CC2)cc1, Cl. Reaction SMILES: [C:33]([O:34][BH-:35]([O:36][C:37](=[O:38])[CH3:39])[O:40][C:41](=[O:42])[CH3:43])(=[O:44])[CH3:45].[C:47](=[O:48])([OH:49])[O-:50].[CH3:24][n:25]1[n:26][c:27]([CH3:32])[c:28]([CH:30]=[O:31])[cH:29]1.[CH3:3][O:4][CH2:5][c:6]1[cH:7][cH:8][c:9](-[c:12]2[c:13]([N:18]3[CH2:19][CH2:20][NH:21][CH2:22][CH2:23]3)[n:14][cH:15][cH:16][n:17]2)[cH:10][cH:11]1.[ClH:1].[ClH:2].[Na+:46].[Na+:51].[O:52]1[CH2:53][CH2:54][CH2:55][CH2:56]1>>[CH3:3][O:4][CH2:5][c:6]1[cH:7][cH:8][c:9](-[c:12]2[c:13]([N:18]3[CH2:19][CH2:20][N:21]([CH2:30][c:28]4[c:27]([CH3:32])[n:26][n:25]([CH3:24])[cH:29]4)[CH2:22][CH2:23]3)[n:14][cH:15][cH:16][n:17]2)[cH:10][cH:11]1.[ClH:1].